This data is from the Open Reaction Database (ORD), a public repository of structured organic reaction records. The task is: describe an organic reaction: reactants, conditions, products, and yield Procedure details: Indoline (23.3 g, 175 mmol) with formic acid (11.5 ml, 305 mmol) was refluxed in toluene (250 mL) with a Dean-Stark trap to collect the formed water. After 1 h of reflux, 6 mL of water was tapped off and the reaction mixture was cooled to RT, some greenish solid was formed in the mixture. Water (250 mL) was added and the organic layer was washed with another portion of water (250 mL) and with brine (250 mL), dried over Na2SO4, filtered and evaporated to dryness. Yield: 22.5 g (80% of a yellow oi... The product is CC1CN(C2=CC=CC=C12)C=O (3-Methyl-2,3-dihydro-indole-1-carbaldehyde). Starting materials: N1CCC2=CC=CC=C12 (Indoline), C(=O)O (formic acid), C1(=CC=CC=C1)C (toluene), O (Water). RXN SMILES: [NH:1]1[C:9]2[C:4](=[CH:5][CH:6]=[CH:7][CH:8]=2)[CH2:3][CH2:2]1.[CH:10]([OH:12])=O.O.[C:14]1(C)C=CC=CC=1>>[CH3:14][CH:3]1[C:4]2[C:9](=[CH:8][CH:7]=[CH:6][CH:5]=2)[N:1]([CH:10]=[O:12])[CH2:2]1. The reactants are O=C(O)C(F)(F)F, CC(C)(C)OC(=O)NCC1CCCCN1c1nc(Nc2ccc3cn[nH]c3c2)ncc1F. Yields the product NCC1CCCCN1c1nc(Nc2ccc3cn[nH]c3c2)ncc1F. Reaction SMILES: [F:33][C:34]([F:35])([F:36])[C:37]([OH:38])=[O:39].[nH:1]1[n:2][cH:3][c:4]2[cH:5][cH:6][c:7]([NH:10][c:11]3[n:12][cH:13][c:14]([F:32])[c:15]([N:17]4[CH:18]([CH2:23][NH:24][C:25](=[O:26])[O:27][C:28]([CH3:29])([CH3:30])[CH3:31])[CH2:19][CH2:20][CH2:21][CH2:22]4)[n:16]3)[cH:8][c:9]12>>[nH:1]1[n:2][cH:3][c:4]2[cH:5][cH:6][c:7]([NH:10][c:11]3[n:12][cH:13][c:14]([F:32])[c:15]([N:17]4[CH:18]([CH2:23][NH2:24])[CH2:19][CH2:20][CH2:21][CH2:22]4)[n:16]3)[cH:8][c:9]12. Reactants: O=C([O-])[O-], ClC(Cl)Cl, S=C(Cl)Cl, Cc1cc(I)ccc1N, [K+], [K+], O. Product: Cc1cc(I)ccc1N=C=S. RXN SMILES: [C:5](=[O:6])([O-:7])[O-:8].[CH:21]([Cl:22])([Cl:23])[Cl:24].[Cl:1][C:2]([Cl:3])=[S:4].[I:11][c:12]1[cH:13][c:14]([CH3:19])[c:15]([NH2:16])[cH:17][cH:18]1.[K+:10].[K+:9].[OH2:20]>>[C:2](=[S:4])=[N:16][c:15]1[c:14]([CH3:19])[cH:13][c:12]([I:11])[cH:18][cH:17]1. Starting materials: BrC=1C=CC=2C(C3=CC=CC=C3OC2C1)=C1CC2CCC(C1)N2 (3-(3-Bromo-xanthen-9-ylidene)-8-aza-bicyclo[3.2.1]octane), C(C)N(C(=O)C=1C=CC=2C(C3=CC=CC=C3OC2C1)=C1CC2CCC(C1)N2)CC (9-(8-aza-bicyclo[3.2.1]oct-3-ylidene)-9H-xanthene-3-carboxylic acid diethylamide), C(C)N(C(=O)C=1C=CC=2C(C3=CC=CC=C3OC2C1)=C1CC2CCC(C1)N2)CC (9-(8-Aza-bicyclo[3.2.1]oct-3-ylidene)-9H-xanthene-3-carboxylic acid diethylamide). Product: BrC=1C=CC=2C(C3=CC=CC=C3OC2C1)C1CC2CCC(C1)N2 (3-(3-Bromo-9H-xanthen-9-yl)-8-aza-bicyclo[3.2.1]octane). RXN SMILES: [Br:1][C:2]1[CH:3]=[CH:4][C:5]2[C:6](=[C:16]3[CH2:22][CH:21]4[NH:23][CH:18]([CH2:19][CH2:20]4)[CH2:17]3)[C:7]3[C:12]([O:13][C:14]=2[CH:15]=1)=[CH:11][CH:10]=[CH:9][CH:8]=3.C(N(CC)C(C1C=CC2C(=C3CC4NC(CC4)C3)C3C(OC=2C=1)=CC=CC=3)=O)C>>[Br:1][C:2]1[CH:3]=[CH:4][C:5]2[CH:6]([CH:16]3[CH2:22][CH:21]4[NH:23][CH:18]([CH2:19][CH2:20]4)[CH2:17]3)[C:7]3[C:12]([O:13][C:14]=2[CH:15]=1)=[CH:11][CH:10]=[CH:9][CH:8]=3. Procedure: Using an adaptation of the method described in Procedure 9, substituting 3-(3-bromo-xanthen-9-ylidene)-8-aza-bicyclo[3.2.1]octane, 1b for 9-(8-aza-bicyclo[3.2.1]oct-3-ylidene)-9H-xanthene-3-carboxylic acid diethylamide, 8a, the title compound 3-(3-bromo-9H-xanthen-9-yl)-8-aza-bicyclo[3.2.1]octane, 2b was obtained. MS m/z=370.0/372.0 (MH+). Starting materials: II (iodine), S(=O)([O-])[O-].[Na+].[Na+] (Sodium sulfite), C(CCC)[Li] (butyllithium), C(C)(C)NC(C)C (diisopropylamine), FC1=NC(=CC=C1)F (2,6-difluoropyridine). Run in C(C)OCC (ethyl ether), O1CCCC1 (tetrahydrofuran), O1CCCC1 (tetrahydrofuran). Run at time 15 minute. Yields the product FC1=NC(=CC=C1I)F (2,6-difluoro-3-iodopyridine). Reaction SMILES: C([Li])CCC.C(NC(C)C)(C)C.[F:13][C:14]1[CH:19]=[CH:18][CH:17]=[C:16]([F:20])[N:15]=1.[I:21]I.S([O-])([O-])=O.[Na+].[Na+]>O1CCCC1.C(OCC)C>[F:13][C:14]1[C:19]([I:21])=[CH:18][CH:17]=[C:16]([F:20])[N:15]=1 |f:4.5.6|. Reported procedure: To a solution of butyllithium (38.8 ml, 97 mmol) in tetrahydrofuran (194 ml) at −78° C. was added diisopropylamine (13.8 ml, 97 mmol) dropwise. After 15 minutes at −78° C., 2,6-difluoropyridine (8.8 ml, 97 mmol) was added slowly. After 1 hour slowly, a solution of iodine (24.6 g, 97 mmol) in tetrahydrofuran (50 ml) was carefully added, keeping the internal temperature at −78° C. Sodium sulfite (3.0 g, 24 mmol) was added and the temperature was allowed to gradually increase to ambient temperature... The reactants are Cc1nc(Cl)c2nc(-c3ccccc3)cc-2[nH]1, ClCCl, [K+], [K+], CN(C)CC1CCCCN1, O=C([O-])[O-], O. The product is Cc1nc(N2CCCCC2CN(C)C)c2nc(-c3ccccc3)cc-2[nH]1. Reaction SMILES: [Cl:1][c:2]1[c:3]2[n:11][c:10](-[c:12]3[cH:13][cH:14][cH:15][cH:16][cH:17]3)[cH:9][c:4]-2[nH:5][c:6]([CH3:8])[n:7]1.[Cl:34][CH2:35][Cl:36].[K+:28].[K+:29].[NH:18]1[CH:19]([CH2:24][N:25]([CH3:26])[CH3:27])[CH2:20][CH2:21][CH2:22][CH2:23]1.[O-:30][C:31]([O-:32])=[O:33].[OH2:37]>>[c:2]1([N:18]2[CH:19]([CH2:24][N:25]([CH3:26])[CH3:27])[CH2:20][CH2:21][CH2:22][CH2:23]2)[c:3]2[n:11][c:10](-[c:12]3[cH:13][cH:14][cH:15][cH:16][cH:17]3)[cH:9][c:4]-2[nH:5][c:6]([CH3:8])[n:7]1.